describe an organic reaction: reactants, conditions, products, and yield From a dataset of the Open Reaction Database (ORD), a public repository of structured organic reaction records. The reactants are CN(C)C=O, ClC(Cl)Cl, CC(C(=O)O)c1ccc2c(=O)c3ccccc3ccc2c1, O=S(Cl)Cl. The product is CC(C(=O)Cl)c1ccc2c(=O)c3ccccc3ccc2c1. Reaction SMILES: [CH3:30][N:31]([CH3:32])[CH:33]=[O:34].[CH:22]([Cl:23])([Cl:24])[Cl:25].[O:1]=[c:2]1[c:3]2[c:4]([cH:5][cH:6][c:7]3[c:8]1[cH:9][cH:10][c:11]([CH:13]([C:14](=[O:15])[OH:16])[CH3:17])[cH:12]3)[cH:18][cH:19][cH:20][cH:21]2.[S:26]([Cl:27])([Cl:28])=[O:29]>>[O:1]=[c:2]1[c:3]2[c:4]([cH:5][cH:6][c:7]3[c:8]1[cH:9][cH:10][c:11]([CH:13]([C:14](=[O:15])[Cl:23])[CH3:17])[cH:12]3)[cH:18][cH:19][cH:20][cH:21]2. Reactants: ClC=1C=NC=C(C1SC1=C(C=C(S1)C(=O)O)[N+](=O)[O-])Cl (5-[(3,5-dichloro-4-pyridyl)sulfanyl]-4-nitro-thiophene-2-carboxylic acid), C(C)N1CC(CC1)CN ((1-ethylpyrrolidin-3-yl)methanamine). Yields the product ClC=1C=NC=C(C1SC1=C(C=C(S1)C(=O)NCC1CN(CC1)CC)[N+](=O)[O-])Cl (5-((3,5-dichloropyridin-4-yl)thio)-N-((1-ethylpyrrolidin-3-yl)methyl)-4-nitrothiophene-2-carboxamide), solid. Isolated yield 23.0%. RXN SMILES: [Cl:1][C:2]1[CH:3]=[N:4][CH:5]=[C:6]([Cl:20])[C:7]=1[S:8][C:9]1[S:13][C:12]([C:14]([OH:16])=O)=[CH:11][C:10]=1[N+:17]([O-:19])=[O:18].[CH2:21]([N:23]1[CH2:27][CH2:26][CH:25]([CH2:28][NH2:29])[CH2:24]1)[CH3:22]>>[Cl:20][C:6]1[CH:5]=[N:4][CH:3]=[C:2]([Cl:1])[C:7]=1[S:8][C:9]1[S:13][C:12]([C:14]([NH:29][CH2:28][CH:25]2[CH2:26][CH2:27][N:23]([CH2:21][CH3:22])[CH2:24]2)=[O:16])=[CH:11][C:10]=1[N+:17]([O-:19])=[O:18]. Procedure details: Prepared according to the procedure described for example 44 from 5-[(3,5-dichloro-4-pyridyl)sulfanyl]-4-nitro-thiophene-2-carboxylic acid (35 mg, 0.1 mmol) and (1-ethylpyrrolidin-3-yl)methanamine (12.8 mg, 0.1 mmol). The title compound was obtained as a solid (10.7 mg, 23% yield). MS ink: 460.87, 462.87 [M+H]+. Starting materials: ClC1=C(C=CC(=C1)Cl)C(C(C(F)(F)F)(O)C=1C=C2C=NN(C2=CC1)C1=CC(=CC=C1)OC)C (3-(2,4-dichloro-phenyl)-1,1,1-trifluoro-2-[1-(3-methoxy-phenyl)-1H-indazol-5-yl]-butan-2-ol), B(Br)(Br)Br (BBr3). The product is ClC1=C(C=CC(=C1)Cl)C(C(C(F)(F)F)(O)C=1C=C2C=NN(C2=CC1)C=1C=C(C=CC1)O)C (3-{5-[2-(2,4-Dichloro-phenyl)-1-hydroxy-1-trifluoromethyl-propyl]-indazol-1-yl}-phenol). Reaction SMILES: [Cl:1][C:2]1[CH:7]=[C:6]([Cl:8])[CH:5]=[CH:4][C:3]=1[CH:9]([CH3:33])[C:10]([C:16]1[CH:17]=[C:18]2[C:22](=[CH:23][CH:24]=1)[N:21]([C:25]1[CH:30]=[CH:29][CH:28]=[C:27]([O:31]C)[CH:26]=1)[N:20]=[CH:19]2)([OH:15])[C:11]([F:14])([F:13])[F:12].B(Br)(Br)Br>>[Cl:1][C:2]1[CH:7]=[C:6]([Cl:8])[CH:5]=[CH:4][C:3]=1[CH:9]([CH3:33])[C:10]([C:16]1[CH:17]=[C:18]2[C:22](=[CH:23][CH:24]=1)[N:21]([C:25]1[CH:26]=[C:27]([OH:31])[CH:28]=[CH:29][CH:30]=1)[N:20]=[CH:19]2)([OH:15])[C:11]([F:14])([F:13])[F:12]. Procedure: In analogy to Example 183, 3-(2,4-dichloro-phenyl)-1,1,1-trifluoro-2-[1-(3-methoxy-phenyl)-1H-indazol-5-yl]-butan-2-ol (Example 187) was reacted with BBr3 to give the title compound as a colorless foam. MS (m/e, ISP neg. ion)=479.0 [M−H+]. Starting materials: FC(C(F)F)(OC=1C=C(C=CC1)NC1=NC=CC(=N1)C1=CC=[N+](C=C1)[O-])F (N-[3-(1,1,2,2-tetrafluoro-ethoxy)-phenyl]-4-(N-oxido-4-pyridyl)-2-pyrimidineamine), [C-]#N (cyanide), CN(C(=O)Cl)C (N,N-dimethyl-carbamoyl chloride). Solvent: C(C)#N (acetonitrile). Run at time 14 hour. The product is FC(C(F)F)(OC=1C=C(C=CC1)NC1=NC=CC(=N1)C1=CC(=NC=C1)C#N)F (N-[3-(1,1,2,2-tetrafluoro-ethoxy)phenyl]-4-(2-cyano-4-pyridyl)-2-pyrimidineamine). As a reaction SMILES: [F:1][C:2]([F:27])([O:6][C:7]1[CH:8]=[C:9]([NH:13][C:14]2[N:19]=[C:18]([C:20]3[CH:25]=[CH:24][N+:23]([O-])=[CH:22][CH:21]=3)[CH:17]=[CH:16][N:15]=2)[CH:10]=[CH:11][CH:12]=1)[CH:3]([F:5])[F:4].[C-]#N.[CH3:30][N:31](C)C(Cl)=O>C(#N)C>[F:1][C:2]([F:27])([O:6][C:7]1[CH:8]=[C:9]([NH:13][C:14]2[N:19]=[C:18]([C:20]3[CH:25]=[CH:24][N:23]=[C:22]([C:30]#[N:31])[CH:21]=3)[CH:17]=[CH:16][N:15]=2)[CH:10]=[CH:11][CH:12]=1)[CH:3]([F:5])[F:4]. Reported procedure: 100 mg (0.26 mmol) of N-[3-(1,1,2,2-tetrafluoro-ethoxy)-phenyl]-4-(N-oxido-4-pyridyl)-2-pyrimidineamine, 90 μl (0.72 mmol) or trimethylsiyl cyanide and 66 μl (0.72 mmol of N,N-dimethyl-carbamoyl chloride are dissolved in 5 ml of acetonitrile and stirred at 60° for 14 h. Concentration under reduced pressure and recrystalisation from tetrahydrofuran/diethyl ether give N-[3-(1,1,2,2-tetrafluoro-ethoxy)phenyl]-4-(2-cyano-4-pyridyl)-2-pyrimidineamine; FAB-MS: 390 (M+ +H), Rf =0.7 (hexane:ethyl acetat...